This data is from the Open Reaction Database (ORD), a public repository of structured organic reaction records. The task is: describe an organic reaction: reactants, conditions, products, and yield Reactants: C(CC#N)#N (malononitrile), CN1N=C2C(=N1)C=CC(=C2)NN=C2C(=NN=C2N)N (4-[(2-methyl-2H-benzotriazol-5-yl)hydrazono]-4H-pyrazole-3,5-diamine), CN1N=C2C(=N1)C=CC(=C2)N (2-methyl-2H-benzotriazol-5-ylamine), O.NN (hydrazine hydrate), CN1N=C2C(=N1)C=CC(=C2)[N+](=O)[O-] (methyl-5-nitro-2H-benzotriazole). Product: N=1NN=C2C1C=CC(=C2)NN=C2C(=NN=C2N)N (4-[(2H-benzotriazol-5-yl)hydrazono]-4H-pyrazole-3,5-diamine). As a reaction SMILES: C[N:2]1[N:6]=[C:5]2[CH:7]=[CH:8][C:9]([NH:11][N:12]=[C:13]3[C:17]([NH2:18])=[N:16][N:15]=[C:14]3[NH2:19])=[CH:10][C:4]2=[N:3]1.CN1N=C2C=CC(N)=CC2=N1.CN1N=C2C=CC([N+]([O-])=O)=CC2=N1.C(#N)CC#N.O.NN>>[N:6]1[NH:2][N:3]=[C:4]2[CH:10]=[C:9]([NH:11][N:12]=[C:13]3[C:14]([NH2:19])=[N:15][N:16]=[C:17]3[NH2:18])[CH:8]=[CH:7][C:5]=12 |f:4.5|. Reported procedure: In a similar manner, 4-[(2-methyl-2H-benzotriazol-5-yl)hydrazono]-4H-pyrazole-3,5-diamine was prepared from 2-methyl-2H-benzotriazol-5-ylamine (which was prepared from methyl-5-nitro-2H-benzotriazole (2.0 g) in a manner similar to that described above) (0.24 g), malononitrile (0.2 g) and hydrazine hydrate (0.2 g) to yield 0.181 g. MS (m/z, ES+): 258 (M+1, 100%). Reactants: [Au], [Li]CCCC, C1CCOC1, Cn1ccc(S(=O)(=O)NC(C)(C)C)c1, COC(=O)Cl, Cl. Yields the product COC(=O)c1c(S(=O)(=O)NC(C)(C)C)ccn1C. As a reaction SMILES: [Au:31].[CH2:15]([Li:16])[CH2:17][CH2:18][CH3:19].[CH2:26]1[O:27][CH2:28][CH2:29][CH2:30]1.[CH3:1][C:2]([CH3:3])([CH3:4])[NH:5][S:6](=[O:7])(=[O:8])[c:9]1[cH:10][n:11]([CH3:14])[cH:12][cH:13]1.[Cl:20][C:21](=[O:22])[O:23][CH3:24].[ClH:25]>>[CH3:1][C:2]([CH3:3])([CH3:4])[NH:5][S:6](=[O:7])(=[O:8])[c:9]1[c:10]([C:21](=[O:22])[O:23][CH3:24])[n:11]([CH3:14])[cH:12][cH:13]1. The reactants are COC(=O)C1N(COC1)C(C(=O)OC)=O (Methyl 2-[4-(methoxycarbonyl)(1,3-oxazolidin-3-yl)]-2-oxoacetate), CC(CC)(C)[Mg]Cl (1,1-dimethylpropylmagnesium chloride). Solvent: C1CCOC1 (THF). Run at time 3 hour. Product: CC(C(C(=O)N1COCC1C(=O)OC)=O)(CC)C (Methyl 3-(3,3-dimethyl-2-oxopentanoyl)-1,3-oxazolidine-4-carboxylate). The yield is 61.0%. As a reaction SMILES: [CH3:1][O:2][C:3]([CH:5]1[CH2:9][O:8][CH2:7][N:6]1[C:10](=[O:15])[C:11]([O:13]C)=O)=[O:4].[CH3:16][C:17]([Mg]Cl)([CH3:20])[CH2:18][CH3:19]>C1COCC1>[CH3:16][C:17]([CH3:20])([CH2:18][CH3:19])[C:11](=[O:13])[C:10]([N:6]1[CH:5]([C:3]([O:2][CH3:1])=[O:4])[CH2:9][O:8][CH2:7]1)=[O:15]. Reported procedure: To a solution of methyl 2-[4-(methoxycarbonyl)(1,3-oxazolidin-3-yl)]-2-oxoacetate (2) (0.84 g, 3.87 mM) in THF (50 ml) cooled to −78° C. was added 1,1-dimethylpropylmagnesium chloride (1M in THF, 8 ml, 8 mM). After 3 hrs. at −78° C. the mixture was quenched with saturated NH4Cl (50 ml) and extracted with ethyl acetate (100 ml). The organic layer separated, washed with brine (100 ml), dried with anhydrous magnesium sulfate, filtered and evaporated. The resulting pale yellow oil was flash chromato...